Dataset: the Open Reaction Database (ORD), a public repository of structured organic reaction records. Task: describe an organic reaction: reactants, conditions, products, and yield The reactants are CC1=CC(=O)OC1=O, CC(=O)O, [K+], [K+], Nc1ccc([N+](=O)[O-])c2ccccc12, O=C([O-])[O-]. The product is CC1=CC(=O)N(c2ccc([N+](=O)[O-])c3ccccc23)C1=O. Reaction SMILES: [C:15]1(=[O:22])[C:16]([CH3:17])=[CH:18][C:19](=[O:20])[O:21]1.[CH3:29][C:30](=[O:31])[OH:32].[K+:23].[K+:24].[N+:1](=[O:2])([O-:3])[c:4]1[cH:5][cH:6][c:7]([NH2:14])[c:8]2[cH:9][cH:10][cH:11][cH:12][c:13]12.[O-:25][C:26]([O-:27])=[O:28]>>[N+:1](=[O:2])([O-:3])[c:4]1[cH:5][cH:6][c:7]([N:14]2[C:15](=[O:21])[C:16]([CH3:17])=[CH:18][C:19]2=[O:20])[c:8]2[cH:9][cH:10][cH:11][cH:12][c:13]12. Starting materials: FC1=C(C=CC(=C1)B1OC(C(O1)(C)C)(C)C)C=1N=CC(=NC1)N (5-(2-fluoro-4-(4,4,5,5-tetramethyl-1,3,2-dioxaborolan-2-yl)phenyl)pyrazin-2-amine), BrC1=C(C=CC=C1)NC(=O)N (1-(2-bromophenyl)urea). Product: NC=1N=CC(=NC1)C1=C(C=C(C=C1)C1=C(C=CC=C1)NC(=O)N)F (1-[4′-(5-Aminopyrazin-2-yl)-3′-fluorobiphenyl-2-yl]u rea). As a reaction SMILES: [F:1][C:2]1[CH:7]=[C:6](B2OC(C)(C)C(C)(C)O2)[CH:5]=[CH:4][C:3]=1[C:17]1[N:18]=[CH:19][C:20]([NH2:23])=[N:21][CH:22]=1.Br[C:25]1[CH:30]=[CH:29][CH:28]=[CH:27][C:26]=1[NH:31][C:32]([NH2:34])=[O:33]>>[NH2:23][C:20]1[N:21]=[CH:22][C:17]([C:3]2[CH:4]=[CH:5][C:6]([C:25]3[CH:30]=[CH:29][CH:28]=[CH:27][C:26]=3[NH:31][C:32]([NH2:34])=[O:33])=[CH:7][C:2]=2[F:1])=[N:18][CH:19]=1. Reported procedure: The title compound was prepared using analogous conditions to those described in Example 1 utilizing 5-(2-fluoro-4-(4,4,5,5-tetramethyl-1,3,2-dioxaborolan-2-yl)phenyl)pyrazin-2-amine and 1-(2-bromophenyl)urea. MS (ESI): mass calcd. for C17H14FN5O, 323.12; m/z found, 323.9 [M+H]+. 1H NMR (400 MHz, DMSO-d6) δ 8.38 (s, 1H), 8.02 (s, 1H), 7.95 (m, 1H), 7.86 (d, J=8.9, 1H), 7.56 (s, 1H), 7.36-7.19 (m, 4H), 7.08 (m, 1H), 6.73 (s, 2H), 6.01 (s, 2H). The reactants are NC[C@@H]1CN(CC1)C(=O)OC(C)(C)C ((R)-3-aminomethyl-1-N-tert-butoxycarbonyl-pyrrolidine), ClC=1C=CC2=C(SC(=C2)C(=O)O)C1 (6-chloro-benzo[b]thiophene-2-carboxylic acid). The product is C(C)(C)(C)OC(=O)N1C[C@H](CC1)CNC(=O)C1=CC2=C(S1)C=C(C=C2)Cl ((R)-3-{[(6-chloro-benzo[b]thiophene-2-carbonyl)-amino]-methyl}-pyrrolidine-1-carboxylic acid tert-butyl ester). Reaction SMILES: [NH2:1][CH2:2][C@H:3]1[CH2:7][CH2:6][N:5]([C:8]([O:10][C:11]([CH3:14])([CH3:13])[CH3:12])=[O:9])[CH2:4]1.[Cl:15][C:16]1[CH:17]=[CH:18][C:19]2[CH:23]=[C:22]([C:24](O)=[O:25])[S:21][C:20]=2[CH:27]=1>>[C:11]([O:10][C:8]([N:5]1[CH2:6][CH2:7][C@H:3]([CH2:2][NH:1][C:24]([C:22]2[S:21][C:20]3[CH:27]=[C:16]([Cl:15])[CH:17]=[CH:18][C:19]=3[CH:23]=2)=[O:25])[CH2:4]1)=[O:9])([CH3:14])([CH3:13])[CH3:12]. Procedure details: 65.1 Using general procedure E, (R)-3-aminomethyl-1-N-tert-butoxycarbonyl-pyrrolidine was coupled with 6-chloro-benzo[b]thiophene-2-carboxylic acid (prepared according to WO 2001007436) to give (R)-3-{[(6-chloro-benzo[b]thiophene-2-carbonyl)-amino]-methyl}-pyrrolidine-1-carboxylic acid tert-butyl ester. White solid. MS 392.9 ([M−H]−) Run in C(C)O (ethanol), C(C)#N (acetonitrile), C(C)O (ethanol), C(C)#N (acetonitrile), C(C)O (ethanol). Conditions: temperature 22 celsius, time 35 minute. Procedure: A 33% (weight/volume) solution of methylamine in ethanol (10.2 cc) is added dropwise, in the course of 5 minutes, to a solution of methyl 2-(pyridin-3-yl)tetrahydrothiopyran-2-carbodithioate 1-oxide (a single stereoisomeric form; 10.2 g) in ethanol (150 cc), kept at between 25° and 30° C. The solution is then stirred for 1 hour 35 minutes at a temperature of about 22° C. and a further amount of 33% (weight/volume) solution of methylamine in ethanol (1.5 cc) is then added. After it has been stirr... As a reaction SMILES: [CH3:1][NH2:2].[N:3]1[CH:8]=[CH:7][CH:6]=[C:5]([C:9]2([C:16]([S:18]C)=S)[CH2:14][CH2:13][CH2:12][CH2:11][S:10]2=[O:15])[CH:4]=1.C>C(O)C.C(#N)C>[CH3:1][NH:2][C:16]([C:9]1([C:5]2[CH:4]=[N:3][CH:8]=[CH:7][CH:6]=2)[CH2:14][CH2:13][CH2:12][CH2:11][S:10]1=[O:15])=[S:18]. The reactants are CN (methylamine), CN (methylamine), N1=CC(=CC=C1)C1(S(CCCC1)=O)C(=S)SC (methyl 2-(pyridin-3-yl)tetrahydrothiopyran-2-carbodithioate 1-oxide), C (charcoal). Product: CNC(=S)C1(S(CCCC1)=O)C=1C=NC=CC1 (N-methyl-2-(pyridin-3-yl)tetrahydrothiopyran-2-carbothioamide 1-oxide). Starting materials: [N+](=O)([O-])C1=C(OC2=NC(=NC=N2)CCCCCCCCCCCCCCCC)C=CC(=C1)[N+](=O)[O-] (2,4-dinitrophenoxy-6-hexadecyl-1,3,5-triazine), [H][H] (Hydrogen). The reagents and catalysts are [Pd] (Pd/C). The solvent is O1CCCC1 (tetrahydrofuran). Yields the product NC1=C(OC2=NC(=NC=N2)CCCCCCCCCCCCCCCC)C=CC(=C1)N (2,4-diaminophenoxy-6-hexadecyl-1,3,5-triazine). RXN SMILES: [N+:1]([C:4]1[CH:32]=[C:31]([N+:33]([O-])=O)[CH:30]=[CH:29][C:5]=1[O:6][C:7]1[N:12]=[CH:11][N:10]=[C:9]([CH2:13][CH2:14][CH2:15][CH2:16][CH2:17][CH2:18][CH2:19][CH2:20][CH2:21][CH2:22][CH2:23][CH2:24][CH2:25][CH2:26][CH2:27][CH3:28])[N:8]=1)([O-])=O.[H][H]>O1CCCC1.[Pd]>[NH2:1][C:4]1[CH:32]=[C:31]([NH2:33])[CH:30]=[CH:29][C:5]=1[O:6][C:7]1[N:12]=[CH:11][N:10]=[C:9]([CH2:13][CH2:14][CH2:15][CH2:16][CH2:17][CH2:18][CH2:19][CH2:20][CH2:21][CH2:22][CH2:23][CH2:24][CH2:25][CH2:26][CH2:27][CH3:28])[N:8]=1. Reported procedure: 14.5 g of 2,4-dinitrophenoxy-6-hexadecyl-1,3,5-triazine prepared in Preparative Example 2 was dissolved in 300 ml of tetrahydrofuran, and then 1.4 g of Pd/C was added thereto. Hydrogen gas at 50 psi was fed to the mixture, and then reacted at 60° C. for 12 hours. After the reaction, the reaction mixture was filtered to remove palladium, and evaporated under reduced pressure to obtain a crude product. The crude product was recrystallized to afford pure 2,4-diaminophenoxy-6-hexadecyl-1,3,5-triazin... Reactants: O=C(CBr)Nc1ccon1, CC#N, ClC(Cl)Cl, OC1CN2CCC1CC2. The product is [Br-], O=C(C[N+]12CCC(CC1)C(O)C2)Nc1ccon1. As a reaction SMILES: [Br:1][CH2:2][C:3](=[O:4])[NH:5][c:6]1[n:7][o:8][cH:9][cH:10]1.[C:20](#[N:21])[CH3:22].[CH:23]([Cl:24])([Cl:25])[Cl:26].[N:11]12[CH2:12][CH:13]([OH:19])[CH:14]([CH2:15][CH2:16]1)[CH2:17][CH2:18]2>>[Br-:1].[CH2:2]([C:3](=[O:4])[NH:5][c:6]1[n:7][o:8][cH:9][cH:10]1)[N+:11]12[CH2:12][CH:13]([OH:19])[CH:14]([CH2:15][CH2:16]1)[CH2:17][CH2:18]2.